From a dataset of the Open Reaction Database (ORD), a public repository of structured organic reaction records. describe an organic reaction: reactants, conditions, products, and yield Reactants: CC(C)Oc1cccc2[nH]c(C(=O)O)cc12, Cl, Cl, Cl, NC1CCN(CCN2CCCCCC2)CC1. Product: CC(C)Oc1cccc2[nH]c(C(=O)NC3CCN(CCN4CCCCCC4)CC3)cc12. Reaction SMILES: [CH:1]([CH3:2])([CH3:3])[O:4][c:5]1[c:6]2[cH:7][c:8]([C:14](=[O:15])[OH:16])[nH:9][c:10]2[cH:11][cH:12][cH:13]1.[ClH:17].[ClH:18].[ClH:19].[N:20]1([CH2:27][CH2:28][N:29]2[CH2:30][CH2:31][CH:32]([NH2:35])[CH2:33][CH2:34]2)[CH2:21][CH2:22][CH2:23][CH2:24][CH2:25][CH2:26]1>>[CH:1]([CH3:2])([CH3:3])[O:4][c:5]1[c:6]2[cH:7][c:8]([C:14](=[O:16])[NH:35][CH:32]3[CH2:31][CH2:30][N:29]([CH2:28][CH2:27][N:20]4[CH2:21][CH2:22][CH2:23][CH2:24][CH2:25][CH2:26]4)[CH2:34][CH2:33]3)[nH:9][c:10]2[cH:11][cH:12][cH:13]1. The reactants are BrC=1C=C2C(=NC1)NN=C2C(=O)OC (methyl 5-bromo-1H-pyrazolo[3,4-b]pyridine-3-carboxylate), TEA, ClC(C1=CC=CC=C1)(C2=CC=CC=C2)C3=CC=CC=C3 (TrCl). Run in C(Cl)Cl (DCM), C(Cl)Cl (DCM). Yields the product BrC=1C=C2C(=NC1)N(N=C2C(=O)OC)C(C2=CC=CC=C2)(C2=CC=CC=C2)C2=CC=CC=C2 (methyl 5-bromo-1-trityl-1H-pyrazolo[3,4-b]pyridine-3-carboxylate). Procedure: To a solution of methyl 5-bromo-1H-pyrazolo[3,4-b]pyridine-3-carboxylate (XVII) (2.92 Kg, 11.4 mol) in anhydrous DCM (88 L) was added TEA (2.38 L, 17.1 mol). The solution was cooled to 0° C. before adding dropwise a solution of TrCl (4.0 Kg, 14.3 mol) in anhydrous DCM (51 L). The solution was warmed to room temperature and stirred for 20 hours. The reaction was then washed once with water (29 L), once with aqueous 25% NaCl (29 L), dried over Na2SO4 and concentrated to a volume of 3.0 L to give m... Yield: 100.0%. RXN SMILES: [Br:1][C:2]1[CH:3]=[C:4]2[C:10]([C:11]([O:13][CH3:14])=[O:12])=[N:9][NH:8][C:5]2=[N:6][CH:7]=1.Cl[C:16]([C:29]1[CH:34]=[CH:33][CH:32]=[CH:31][CH:30]=1)([C:23]1[CH:28]=[CH:27][CH:26]=[CH:25][CH:24]=1)[C:17]1[CH:22]=[CH:21][CH:20]=[CH:19][CH:18]=1>C(Cl)Cl>[Br:1][C:2]1[CH:3]=[C:4]2[C:10]([C:11]([O:13][CH3:14])=[O:12])=[N:9][N:8]([C:16]([C:17]3[CH:22]=[CH:21][CH:20]=[CH:19][CH:18]=3)([C:29]3[CH:30]=[CH:31][CH:32]=[CH:33][CH:34]=3)[C:23]3[CH:24]=[CH:25][CH:26]=[CH:27][CH:28]=3)[C:5]2=[N:6][CH:7]=1. Conditions: temperature 0 celsius, time 20 hour. Reactants: [Cl-].C(C)(C)(C)OC1=CC=C(C=C1)[C@H](C)[NH3+] ((S)-1-(4-(tert-butoxy)phenyl)ethanaminium chloride), C(C)(C)(C)OC(=O)C1=C(C=CC=C1)C1=CC=C(C=C1)CN1C(=C(C2=CC(=CC=C12)C(=O)O)C)C (1-((2′-(tert-butoxycarbonyl)-[1,1′-biphenyl]-4-yl)methyl)-2,3-dimethyl-1H-indole-5-carboxylic acid), C(C)(C)(C)OC(=O)C1=C(C=CC=C1)C1=CC=C(C=C1)CN1C(=C(C2=CC(=CC=C12)C(=O)O)C)C (1-((2′-(tert-butoxycarbonyl)-[1,1′-biphenyl]-4-yl)methyl)-2,3-dimethyl-1H-indole-5-carboxylic acid). Product: C(C)(C)(C)OC1=CC=C(C=C1)[C@H](C)NC(=O)C=1C=C2C(=C(N(C2=CC1)CC1=CC=C(C=C1)C=1C(=CC=CC1)C(=O)O)C)C ((S)-4′-((5-((1-(4-(tert-butoxy)phenyl)ethyl)carbamoyl)-2,3-dimethyl-1H-indol-1-yl)methyl)-[1,1′-biphenyl]-2-carboxylic acid). As a reaction SMILES: [Cl-].[C:2]([O:6][C:7]1[CH:12]=[CH:11][C:10]([C@@H:13]([NH3+:15])[CH3:14])=[CH:9][CH:8]=1)([CH3:5])([CH3:4])[CH3:3].C([O:20][C:21]([C:23]1[CH:28]=[CH:27][CH:26]=[CH:25][C:24]=1[C:29]1[CH:34]=[CH:33][C:32]([CH2:35][N:36]2[C:44]3[C:39](=[CH:40][C:41]([C:45](O)=[O:46])=[CH:42][CH:43]=3)[C:38]([CH3:48])=[C:37]2[CH3:49])=[CH:31][CH:30]=1)=[O:22])(C)(C)C>>[C:2]([O:6][C:7]1[CH:8]=[CH:9][C:10]([C@@H:13]([NH:15][C:45]([C:41]2[CH:40]=[C:39]3[C:44](=[CH:43][CH:42]=2)[N:36]([CH2:35][C:32]2[CH:31]=[CH:30][C:29]([C:24]4[C:23]([C:21]([OH:22])=[O:20])=[CH:28][CH:27]=[CH:26][CH:25]=4)=[CH:34][CH:33]=2)[C:37]([CH3:49])=[C:38]3[CH3:48])=[O:46])[CH3:14])=[CH:11][CH:12]=1)([CH3:5])([CH3:3])[CH3:4] |f:0.1|. Procedure: The title compound was prepared following the same general synthetic procedure as described in Steps 3-4, Example 2, starting with (S)-1-(4-(tert-butoxy)phenyl)ethanaminium chloride and 1-((2′-(tert-butoxycarbonyl)-[1,1′-biphenyl]-4-yl)methyl)-2,3-dimethyl-1H-indole-5-carboxylic acid instead of (S)-1-(4-(tert-butyl)phenyl)ethanaminium chloride and 1-((2′-(tert-butoxycarbonyl)-[1,1′-biphenyl]-4-yl)methyl)-2,3-dimethyl-1H-indole-5-carboxylic acid. ESI-MS (m/z): 574 [M+1]+. The reactants are CNC1=CC=C(OC)C=C1 (N-methyl-p-anisidine), ClC(=O)OC1=CC=C(C=C1)OC1=NC=C(C=C1)C(F)(F)F (4-(5-trifluoromethyl-pyridin-2-yloxy)-phenyl chloroformate). Yields the product FC(C=1C=CC(=NC1)OC1=CC=C(C=C1)OC(N(C)C1=CC=C(C=C1)OC)=O)(F)F ((4-Methoxy-phenyl)-methyl-carbamic acid 4-(5-trifluoromethyl-pyridin-2-yloxy)-phenyl ester). Reaction SMILES: [CH3:1][NH:2][C:3]1[CH:10]=[CH:9][C:6]([O:7][CH3:8])=[CH:5][CH:4]=1.Cl[C:12]([O:14][C:15]1[CH:20]=[CH:19][C:18]([O:21][C:22]2[CH:27]=[CH:26][C:25]([C:28]([F:31])([F:30])[F:29])=[CH:24][N:23]=2)=[CH:17][CH:16]=1)=[O:13]>>[F:29][C:28]([F:31])([F:30])[C:25]1[CH:26]=[CH:27][C:22]([O:21][C:18]2[CH:19]=[CH:20][C:15]([O:14][C:12](=[O:13])[N:2]([C:3]3[CH:10]=[CH:9][C:6]([O:7][CH3:8])=[CH:5][CH:4]=3)[CH3:1])=[CH:16][CH:17]=2)=[N:23][CH:24]=1. Procedure: The title product was prepared from N-methyl-p-anisidine and 4-(5-trifluoromethyl-pyridin-2-yloxy)-phenyl chloroformate, preparative HPLC (method C) (61%, off-white crystals). HPLC-MS m/z=419.2 (M+1), Rt: 4.67 min. Reactants: 5-(S)-(N-Acylaminomethyl)-3-[4′-(substituted)thio-3′-fluorophenyl]oxazoli-dine-2-ones, C(C)(=O)NC[C@H]1CN(C(O1)=O)C1=CC(=C(C=C1)SC(C)=O)F (5-(S)-acetamidomethyl-3-[4′-acetylthio-3′-fluorophenyl]oxazoli-dine-2-one), CI (methyl iodide). Solvent: CN1C(CCC1)=O (N-methylpyrrolidine-2-one). Reaction conditions: time 8 hour. Product: C(C)(=O)NC[C@H]1CN(C(O1)=O)C1=CC(=C(C=C1)SC)F (5-(S)-Acetamidomethyl-3-(4′-methylthio-3′-fluorophenyl)oxazolidine-2-one). RXN SMILES: [C:1]([NH:4][CH2:5][C@@H:6]1[O:10][C:9](=[O:11])[N:8]([C:12]2[CH:17]=[CH:16][C:15]([S:18][C:19](=O)C)=[C:14]([F:22])[CH:13]=2)[CH2:7]1)(=[O:3])[CH3:2].CI>CN1CCCC1=O>[C:1]([NH:4][CH2:5][C@@H:6]1[O:10][C:9](=[O:11])[N:8]([C:12]2[CH:17]=[CH:16][C:15]([S:18][CH3:19])=[C:14]([F:22])[CH:13]=2)[CH2:7]1)(=[O:3])[CH3:2]. Procedure details: Prepared according to Method A of the General Procedures for Preparation of 5-(S)-(N-Acylaminomethyl)-3-[4′-(substituted)thio-3′-fluorophenyl]oxazoli-dine-2-ones from BAL resin immobilized 5-(S)-acetamidomethyl-3-[4′-acetylthio-3′-fluorophenyl]oxazoli-dine-2-one with methyl iodide (0.05 mL, 0.81 mmol) in N-methylpyrrolidine-2-one (1 mL). The synthesis was performed at r.t. overnight, and the crude cleaved product purified by TLC (eluent:. 10% methanol in dichloromethane). Yield 6.3 mg (52%). MS:... Reactants: CC1=C(C(=CC(=C1)C)C)O (2,4,6-trimethylphenol), [H-].[Na+] (NaH), CC1=NC(=C(C(=N1)Cl)C)Cl (2,5-dimethyl-4,6-dichloropyrimidine). The solvent is C1CCOC1 (THF). Conditions: time 15 minute. The product is ClC1=NC(=NC(=C1C)OC1=C(C=C(C=C1C)C)C)C (4-Chloro-2,5-dimethyl-6-(2,4,6-trimethylphenoxy)-pyrimidine). The yield is 98.5%. As a reaction SMILES: [CH3:1][C:2]1[CH:7]=[C:6]([CH3:8])[CH:5]=[C:4]([CH3:9])[C:3]=1[OH:10].[H-].[Na+].[CH3:13][C:14]1[N:19]=[C:18](Cl)[C:17]([CH3:21])=[C:16]([Cl:22])[N:15]=1>C1COCC1>[Cl:22][C:16]1[C:17]([CH3:21])=[C:18]([O:10][C:3]2[C:4]([CH3:9])=[CH:5][C:6]([CH3:8])=[CH:7][C:2]=2[CH3:1])[N:19]=[C:14]([CH3:13])[N:15]=1 |f:1.2|. Reported procedure: A solution of 2,4,6-trimethylphenol (2.720 g, 20 mmol) in 60 ml of dry THF was treated with NaH (60% in oil, 1,200 g, 30 mmol) at room temperature. After stirring at room temperature for 15 minutes, 2,5-dimethyl-4,6-dichloropyrimidine (3.34 g, 20 mmol) was added and the resulting mixture was heated at reflux for 15 hours. The mixture was quenched with saturated ammonium chloride and extracted with ethyl acetate. The organic layer was dried and concentrated to give 5.4528 g of beige solid. The so...